describe an organic reaction: reactants, conditions, products, and yield From a dataset of the Open Reaction Database (ORD), a public repository of structured organic reaction records. Product: C(C)(C)(C)C=1C=C2C=NN(C(C2=C(C1)F)=O)C1=NC=CC(=C1CO)C1=CN(C(C(=C1)NC1=NNC=C1)=O)C (6-tert-butyl-8-fluoro-2-[3-(hydroxymethyl)-4-[1-methyl-6-oxo-5-(1H-pyrazol-3-ylamino)-3-pyridyl]-2-pyridyl]phthalazin-1-one). Run at temperature 40 celsius, time 0.5 hour. As a reaction SMILES: C([O:4][CH2:5][C:6]1[C:7]([N:26]2[N:35]=[CH:34][C:33]3[C:28](=[C:29]([F:40])[CH:30]=[C:31]([C:36]([CH3:39])([CH3:38])[CH3:37])[CH:32]=3)[C:27]2=[O:41])=[N:8][CH:9]=[CH:10][C:11]=1[C:12]1[CH:17]=[C:16]([NH:18][C:19]2[CH:23]=[CH:22][NH:21][N:20]=2)[C:15](=[O:24])[N:14]([CH3:25])[CH:13]=1)(=O)C.O.[OH-].[Li+]>C1COCC1.C(O)(C)C.O>[C:36]([C:31]1[CH:32]=[C:33]2[C:28](=[C:29]([F:40])[CH:30]=1)[C:27](=[O:41])[N:26]([C:7]1[C:6]([CH2:5][OH:4])=[C:11]([C:12]3[CH:17]=[C:16]([NH:18][C:19]4[CH:23]=[CH:22][NH:21][N:20]=4)[C:15](=[O:24])[N:14]([CH3:25])[CH:13]=3)[CH:10]=[CH:9][N:8]=1)[N:35]=[CH:34]2)([CH3:39])([CH3:37])[CH3:38] |f:1.2.3|. The yield is 7.0%. The reactants are C(C)(=O)OCC=1C(=NC=CC1C1=CN(C(C(=C1)NC1=NNC=C1)=O)C)N1C(C2=C(C=C(C=C2C=N1)C(C)(C)C)F)=O ((4-(5-(1H-Pyrazol-3-ylamino)-1-methyl-6-oxo-1,6-dihydropyridin-3-yl)-2-(6-tert-butyl-8-fluoro-1-oxophthalazin-2(1H)-yl)pyridin-3-yl)methyl Acetate), O.[OH-].[Li+] (lithium hydroxide hydrate). Reported procedure: A mixture of 152c (100 mg, 0.18 mmol) and lithium hydroxide hydrate (84 mg, 2.0 mmol) in THF (8 mL), i-propanol (8 mL) and water (2 mL) was stirred at 40° C. for 0.5 h. The mixture was evaporated under reduced pressure and the residue was diluted with water (5 mL). It was then extracted with ethyl acetate (2×10 mL). The combined extract was concentrated under reduced pressure and the residue was purified by reverse-phase prep-HPLC to afford 152 (6.5 mg, 7%) as a pale yellow solid. MS-ESI: [M+H]+... Solvent: C1CCOC1 (THF), C(C)(C)O (i-propanol), O (water).